From a dataset of the Open Reaction Database (ORD), a public repository of structured organic reaction records. describe an organic reaction: reactants, conditions, products, and yield Reactants: O(C1=CC=CC=C1)CC(=O)OCC (ethyl phenoxyacetate), ClC=1C=C(OCC(=O)OCC)C=CC1 (ethyl 3-chlorophenoxyacetate), ClC1=C(OCC(=O)OCC)C=CC=C1 (ethyl 2-chlorophenoxyacetate). Yields the product C1(=CC=CC=C1)CC(=O)OCC (ethyl phenylacetate), final compounds. Reaction SMILES: Cl[C:2]1[CH:3]=[C:4]([CH:12]=[CH:13][CH:14]=1)OCC(OCC)=O.ClC1C=CC=CC=1O[CH2:19][C:20]([O:22][CH2:23][CH3:24])=[O:21].O(CC(OCC)=O)C1C=CC=CC=1>>[C:2]1([CH2:19][C:20]([O:22][CH2:23][CH3:24])=[O:21])[CH:3]=[CH:4][CH:12]=[CH:13][CH:14]=1. Procedure details: Following Example 15 but using ethyl 3-chlorophenoxyacetate, ethyl 2-chlorophenoxyacetate or ethyl phenoxyacetate, respectively, in place of ethyl phenylacetate, the final compounds obtained were the PGE2 analogs of Example 15 wherein R (of structure IV) is 3-chlorophenoxymethyl, 2-chlorophenoxymethyl or phenoxymethyl. As a reaction SMILES: [CH2:15]([CH2:16][CH:17]=[CH:18][CH2:19][CH3:20])[OH:21].[O:1]=[C:2]([CH2:3][CH2:4][C:5](=[O:6])[OH:7])[CH2:8][CH2:9][CH2:10][CH2:11][CH2:12][CH2:13][CH3:14].[c:22]1([CH3:23])[cH:24][cH:25][c:26]([S:27]([OH:28])(=[O:29])=[O:30])[cH:31][cH:32]1>>[O:1]=[C:2]([CH2:3][CH2:4][C:5]([O:6][CH2:15][CH2:16][CH:17]=[CH:18][CH2:19][CH3:20])=[O:7])[CH2:8][CH2:9][CH2:10][CH2:11][CH2:12][CH2:13][CH3:14]. Starting materials: CCC=CCCO, CCCCCCCC(=O)CCC(=O)O, Cc1ccc(S(=O)(=O)O)cc1. The product is CCC=CCCOC(=O)CCC(=O)CCCCCCC. Reactants: ClC=1C(N(C=C(N1)Cl)[C@H](CC)C1CC1)=O (3,5-dichloro-1-[(1R)-1-cyclopropylpropyl]-2(1H)-pyrazinone), ClC=1C(=C(C=C2CCNC12)OC)F (7-chloro-6-fluoro-5-methoxyindoline). Product: ClC=1N=C(C(N(C1)[C@H](CC)C1CC1)=O)N1CCC2=CC(=C(C(=C12)Cl)F)OC (5-Chloro-3-(7-chloro-6-fluoro-5-methoxy-2,3-dihydro-1H-indol-1-yl)-1-[(1R)-1-cyclopropylpropyl]-2(1H)-pyrazinone). Reaction SMILES: Cl[C:2]1[C:3](=[O:15])[N:4]([C@@H:9]([CH:12]2[CH2:14][CH2:13]2)[CH2:10][CH3:11])[CH:5]=[C:6]([Cl:8])[N:7]=1.[Cl:16][C:17]1[C:18]([F:28])=[C:19]([O:26][CH3:27])[CH:20]=[C:21]2[C:25]=1[NH:24][CH2:23][CH2:22]2>>[Cl:8][C:6]1[N:7]=[C:2]([N:24]2[C:25]3[C:21](=[CH:20][C:19]([O:26][CH3:27])=[C:18]([F:28])[C:17]=3[Cl:16])[CH2:22][CH2:23]2)[C:3](=[O:15])[N:4]([C@@H:9]([CH:12]2[CH2:14][CH2:13]2)[CH2:10][CH3:11])[CH:5]=1. Reported procedure: Prepared in a similar fashion as described for Example 413 using 3,5-dichloro-1-[(1R)-1-cyclopropylpropyl]-2(1H)-pyrazinone and 7-chloro-6-fluoro-5-methoxyindoline as the starting materials. mp 128–130° C.; 1H NMR (300 MHz, CDCl3) δ 6.96 (s, 1 H), 6.79 (d, J=7.3 Hz, 1 H), 4.33 (t, J=7.9 Hz, 2 H), 4.08–4.00 (m, 1 H), 3.86 (s, 3 H), 3.08 (t, J=7.7 Hz, 2 H), 1.94–1.74 (m, 2 H), 1.07–0.97 (m, 1 H), 0.92 (t, J=7.3 Hz, 3 H), 0.80–0.73 (m, 1 H), 0.55–0.44 (m, 2 H), 0.34–0.27 (m, 1 H); HRMS (ESI) calcd ...